From a dataset of the Open Reaction Database (ORD), a public repository of structured organic reaction records. describe an organic reaction: reactants, conditions, products, and yield The reactants are [BH4-], CO, Cl, [Li+], CC(C)C=Nn1c(=O)c(C2=NS(=O)(=O)c3ccccc3N2)c(O)c2sccc21, C1CCOC1, O. Yields the product CC(C)CNn1c(=O)c(C2=NS(=O)(=O)c3ccccc3N2)c(O)c2sccc21. Reaction SMILES: [BH4-:31].[CH3:29][OH:30].[ClH:33].[Li+:32].[O:1]=[S:2]1(=[O:28])[N:3]=[C:4]([c:12]2[c:13]([OH:27])[c:14]3[c:15]([n:16]([N:19]=[CH:20][CH:21]([CH3:22])[CH3:23])[c:17]2=[O:18])[cH:24][cH:25][s:26]3)[NH:5][c:6]2[c:7]1[cH:8][cH:9][cH:10][cH:11]2.[O:34]1[CH2:35][CH2:36][CH2:37][CH2:38]1.[OH2:39]>>[O:1]=[S:2]1(=[O:28])[N:3]=[C:4]([c:12]2[c:13]([OH:27])[c:14]3[c:15]([n:16]([NH:19][CH2:20][CH:21]([CH3:22])[CH3:23])[c:17]2=[O:18])[cH:24][cH:25][s:26]3)[NH:5][c:6]2[c:7]1[cH:8][cH:9][cH:10][cH:11]2. Reported procedure: 2-(But-3-ynyloxy)acetic acid was prepared from but-3-yn-1-ol and ethyl bromoacetate using methodology analogous to that describing the synthesis of 3-(but-3-ynyloxy)propionic acid (Example XIX). Reactants: C(CC#C)O (but-3-yn-1-ol), BrCC(=O)OCC (ethyl bromoacetate), C(CC#C)OCCC(=O)O (3-(but-3-ynyloxy)propionic acid). Reaction SMILES: [CH2:1]([OH:5])[CH2:2][C:3]#[CH:4].Br[CH2:7][C:8]([O:10]CC)=[O:9].C(OCCC(O)=O)CC#C>>[CH2:1]([O:5][CH2:7][C:8]([OH:10])=[O:9])[CH2:2][C:3]#[CH:4]. Product: C(CC#C)OCC(=O)O (2-(But-3-ynyloxy)acetic acid).